This data is from the Open Reaction Database (ORD), a public repository of structured organic reaction records. The task is: describe an organic reaction: reactants, conditions, products, and yield The reactants are O=C1CCC(=O)N1Br, CCCS(=O)(=O)c1ccc(F)cc1, O=S(=O)(O)O. Product: CCCS(=O)(=O)c1ccc(F)c(Br)c1. As a reaction SMILES: [Br:19][N:20]1[C:21](=[O:22])[CH2:23][CH2:24][C:25]1=[O:26].[F:1][c:2]1[cH:3][cH:4][c:5]([S:8](=[O:9])(=[O:10])[CH2:11][CH2:12][CH3:13])[cH:6][cH:7]1.[S:14](=[O:15])(=[O:16])([OH:17])[OH:18]>>[F:1][c:2]1[cH:3][cH:4][c:5]([S:8](=[O:9])(=[O:10])[CH2:11][CH2:12][CH3:13])[cH:6][c:7]1[Br:19]. Reaction SMILES: [NH2:1][CH2:2][C@H:3]1[N:8]([C:9]([C:11]2[N:12]=[C:13]([CH3:23])[S:14][C:15]=2[C:16]2[CH:17]=[C:18]([CH3:22])[CH:19]=[CH:20][CH:21]=2)=[O:10])[CH2:7][C@H:6]2[C@@H:4]1[CH2:5]2.[O:24]1[C:33]2[CH:32]=[CH:31][CH:30]=[C:29]([C:34](O)=[O:35])[C:28]=2[CH:27]=[CH:26][CH2:25]1>>[CH3:23][C:13]1[S:14][C:15]([C:16]2[CH:17]=[C:18]([CH3:22])[CH:19]=[CH:20][CH:21]=2)=[C:11]([C:9]([N:8]2[CH2:7][C@H:6]3[C@H:4]([CH2:5]3)[C@H:3]2[CH2:2][NH:1][C:34]([C:29]2[C:28]3[CH:27]=[CH:26][CH2:25][O:24][C:33]=3[CH:32]=[CH:31][CH:30]=2)=[O:35])=[O:10])[N:12]=1. Reactants: NC[C@@H]1[C@H]2C[C@H]2CN1C(=O)C=1N=C(SC1C=1C=C(C=CC1)C)C (((1S,2S,5R)-2-Aminomethyl-3-aza-bicyclo[3.1.0]hex-3-yl)-(2-methyl-5-m-tolyl-thiazol-4-yl)-methanone), O1CC=CC=2C(=CC=CC12)C(=O)O (2H-Chromene-5-carboxylic acid). Procedure: prepared by reaction of ((1S,2S,5R)-2-Aminomethyl-3-aza-bicyclo[3.1.0]hex-3-yl)-(2-methyl-5-m-tolyl-thiazol-4-yl)-methanone with 2H-Chromene-5-carboxylic acid. Yields the product CC=1SC(=C(N1)C(=O)N1[C@@H]([C@H]2C[C@H]2C1)CNC(=O)C=1C=2C=CCOC2C=CC1)C=1C=C(C=CC1)C (2H-Chromene-5-carboxylic Acid[(1S,2S,5R)-3-(2-methyl-5-m-tolyl-thiazole-4-carbonyl)-3-aza-bicyclo[3.1.0]hex-2-ylmethyl]-amide). The reactants are C1(CCCO1)=O (γ-butyrolactone), Cl (hydrochloric acid), resultant mixture, ice water, C(C(=O)OCC)(=O)OCC (diethyl oxalate), N[C@@H](CCSC)C=O (Metal). Run in C(C)O (ethanol), C(C)O (ethanol). Run at temperature -12.5 celsius, time 16 hour. The product is O=C1OCCC1C(C(=O)OCC)=O (ethyl (tetrahydro-2-oxo-3-furyl)glyoxylate). The yield is 83.1%. RXN SMILES: N[C@H](C=O)CCSC.[C:9]([O:16][CH2:17][CH3:18])(=[O:15])[C:10]([O:12]CC)=O.[C:19]1(=[O:24])[O:23][CH2:22][CH2:21][CH2:20]1.Cl>C(O)C>[O:24]=[C:19]1[CH:20]([C:10](=[O:12])[C:9]([O:16][CH2:17][CH3:18])=[O:15])[CH2:21][CH2:22][O:23]1. Reported procedure: Metal sodium in an amount of 25.80 g was added to 500 ml of dried ethanol and dissolved therein. Then, 148.21 g of diethyl oxalate were added, and the reaction system was chilled to −15 to −10° C. A solution of 88.79 g of γ-butyrolactone in 60 ml of ethanol was added dropwise to the mixture while maintaining this temperature, and after the resultant mixture was stirred for 2 hours, it was stirred at room temperature for 16 hours. The reaction mixture was poured into 1 liter of ice water, and the... Starting materials: C(C)(C)NC(=O)C1=CN(C2=NC=CC=C2C1=O)C1=CC(=CC=C1)C#C (N-Isopropyl-1-(3-ethynylphenyl)-1,4-dihydro[1,8]naphthyridin-4-one-3-carboxamide), BrC=1C=[N+](C=CC1)[O-] (3-bromopyridine N-oxide), BrC=1C=NC2=CC=CC=C2C1 (3-bromoquinoline). Yields the product [O-][N+]1=CC(=CC=C1)C#CC=1C=C(C=CC1)N1C=C(C(C2=CC=CN=C12)=O)C(=O)N (1-[3-(1-oxido-3-pyridinylethynyl)phenyl]-1,4-dihydro[1,8]naphthyridin4-one-3-carboxamide). Reaction SMILES: C([NH:4][C:5]([C:7]1[C:16](=[O:17])[C:15]2[C:10](=[N:11][CH:12]=[CH:13][CH:14]=2)[N:9]([C:18]2[CH:23]=[CH:22][CH:21]=[C:20]([C:24]#[CH:25])[CH:19]=2)[CH:8]=1)=[O:6])(C)C.Br[C:27]1[CH:28]=[N+:29]([O-:33])[CH:30]=[CH:31][CH:32]=1.BrC1C=NC2C(C=1)=CC=CC=2>>[O-:33][N+:29]1[CH:30]=[CH:31][CH:32]=[C:27]([C:25]#[C:24][C:20]2[CH:19]=[C:18]([N:9]3[C:10]4[C:15](=[CH:14][CH:13]=[CH:12][N:11]=4)[C:16](=[O:17])[C:7]([C:5]([NH2:4])=[O:6])=[CH:8]3)[CH:23]=[CH:22][CH:21]=2)[CH:28]=1. Procedure details: Following the procedure of example 19, but substituting the 1-(3-ethynylphenyl)-1,4-dihydro[1,8]naphthyridin4-one-3-carboxamide from Step 3 for N-Isopropyl-1-(3-ethynylphenyl)-1,4-dihydro[1,8]naphthyridin-4-one-3-carboxamide and 3-bromopyridine N-oxide for 3-bromoquinoline, the 1-[3-(1-oxido-3-pyridinylethynyl)phenyl]-1,4-dihydro[1,8]naphthyridin4-one-3-carboxamide was obtained as a white solid.